Dataset: the Open Reaction Database (ORD), a public repository of structured organic reaction records. Task: describe an organic reaction: reactants, conditions, products, and yield Reactants: C(CCCCCCCC#C)OC1OCCCC1 (2-(9-Decynyloxy)tetrahydropyran), [NH2-].[Li+] (lithium amide). Reaction conditions: time 20 hour. The product is C(CCCCCCCC#CCCCC)OC1OCCCC1 (Tetrahydro-2-(9-tetradecynyloxy)pyran). The yield is 70.0%. As a reaction SMILES: [CH2:1]([O:11][CH:12]1[CH2:17][CH2:16][CH2:15][CH2:14][O:13]1)[CH2:2][CH2:3][CH2:4][CH2:5][CH2:6][CH2:7][CH2:8][C:9]#[CH:10].[NH2-].[Li+]>>[CH2:1]([O:11][CH:12]1[CH2:17][CH2:16][CH2:15][CH2:14][O:13]1)[CH2:2][CH2:3][CH2:4][CH2:5][CH2:6][CH2:7][CH2:8][C:9]#[C:10][CH2:1][CH2:2][CH2:3][CH3:4] |f:1.2|. Reported procedure: A mixture of 7.4 g of compound IV, 1.0 g lithium amide, and 50 ml of dry, purified dioxane was stirred and refluxed 3.5 hours under nitrogen, cooled, 4.5 g of n-butyl bromide was added dropwise and the refluxing and stirring continued for 20 hours more. The mixture was chilled in an icebath, diluted with 60 ml of water and the layers separated. The aqueous layer was extracted three times with ether, the combined organic phase was washed three times with saturated NaCl solution, the solvents were...